From a dataset of the Open Reaction Database (ORD), a public repository of structured organic reaction records. describe an organic reaction: reactants, conditions, products, and yield Starting materials: CC(C)(C)OC(=O)CCc1ccc(O)cc1COC(=O)NC1CCCCC1, O=C([O-])[O-], Cc1ccc(S(=O)(=O)OCCc2nc(-c3ccccc3)oc2C)cc1, [Cs+], [Cs+], CN(C)C=O. The product is Cc1oc(-c2ccccc2)nc1CCOc1ccc(CCC(=O)OC(C)(C)C)c(COC(=O)NC2CCCCC2)c1. Reaction SMILES: [C:1]([CH3:2])([CH3:3])([CH3:4])[O:5][C:6]([CH2:7][CH2:8][c:9]1[c:10]([CH2:16][O:17][C:18]([NH:19][CH:20]2[CH2:21][CH2:22][CH2:23][CH2:24][CH2:25]2)=[O:26])[cH:11][c:12]([OH:15])[cH:13][cH:14]1)=[O:27].[C:53](=[O:54])([O-:55])[O-:56].[CH3:28][c:29]1[c:30]([CH2:40][CH2:41][O:42][S:43]([c:44]2[cH:45][cH:46][c:47]([CH3:48])[cH:49][cH:50]2)(=[O:51])=[O:52])[n:31][c:32](-[c:34]2[cH:35][cH:36][cH:37][cH:38][cH:39]2)[o:33]1.[Cs+:57].[Cs+:58].[O:59]=[CH:60][N:61]([CH3:62])[CH3:63]>>[C:1]([CH3:2])([CH3:3])([CH3:4])[O:5][C:6]([CH2:7][CH2:8][c:9]1[c:10]([CH2:16][O:17][C:18]([NH:19][CH:20]2[CH2:21][CH2:22][CH2:23][CH2:24][CH2:25]2)=[O:26])[cH:11][c:12]([O:15][CH2:41][CH2:40][c:30]2[c:29]([CH3:28])[o:33][c:32](-[c:34]3[cH:35][cH:36][cH:37][cH:38][cH:39]3)[n:31]2)[cH:13][cH:14]1)=[O:27]. Starting materials: CNC, CO, CCO, CCCS(=O)(=O)Nc1ccc(F)c(C(=O)Nc2cnc3[nH]cc(C(=O)CCl)c3c2)c1F. Product: CCCS(=O)(=O)Nc1ccc(F)c(C(=O)Nc2cnc3[nH]cc(C(=O)CN(C)C)c3c2)c1F. RXN SMILES: [CH3:32][NH:33][CH3:34].[CH3:35][OH:36].[CH3:37][CH2:38][OH:39].[Cl:1][CH2:2][C:3](=[O:4])[c:5]1[cH:6][nH:7][c:8]2[n:9][cH:10][c:11]([NH:14][C:15]([c:16]3[c:17]([F:30])[c:18]([NH:23][S:24](=[O:25])(=[O:26])[CH2:27][CH2:28][CH3:29])[cH:19][cH:20][c:21]3[F:22])=[O:31])[cH:12][c:13]12>>[CH2:2]([C:3](=[O:4])[c:5]1[cH:6][nH:7][c:8]2[n:9][cH:10][c:11]([NH:14][C:15]([c:16]3[c:17]([F:30])[c:18]([NH:23][S:24](=[O:25])(=[O:26])[CH2:27][CH2:28][CH3:29])[cH:19][cH:20][c:21]3[F:22])=[O:31])[cH:12][c:13]12)[N:33]([CH3:32])[CH3:34]. The reactants are CC(C)(C)OC(=O)C(C)(C)Br, O=C([O-])[O-], CN(C)C=O, [K+], [K+], O, O=Cc1ccc(O)cc1. Product: CC(C)(C)OC(=O)C(C)(C)Oc1ccc(C=O)cc1. Reaction SMILES: [Br:16][C:17]([C:18](=[O:19])[O:20][C:21]([CH3:22])([CH3:23])[CH3:24])([CH3:25])[CH3:26].[C:10](=[O:11])([O-:12])[O-:13].[CH3:28][N:29]([CH3:30])[CH:31]=[O:32].[K+:14].[K+:15].[OH2:27].[OH:1][c:2]1[cH:3][cH:4][c:5]([CH:6]=[O:7])[cH:8][cH:9]1>>[O:1]([c:2]1[cH:3][cH:4][c:5]([CH:6]=[O:7])[cH:8][cH:9]1)[C:17]([C:18](=[O:19])[O:20][C:21]([CH3:22])([CH3:23])[CH3:24])([CH3:25])[CH3:26]. Starting materials: CC(C)(C)OC(=O)NCCSCc1cnccc1Cl, CN(C)C=O, O, Nc1nc(C(=NOC(c2ccccc2)(c2ccccc2)c2ccccc2)C(=O)NC2C(=O)N3C(C(=O)OC(c4ccccc4)c4ccccc4)=C(S)CCC23)c(Cl)s1. Product: CC(C)(C)OC(=O)NCCSCc1cnccc1SC1=C(C(=O)OC(c2ccccc2)c2ccccc2)N2C(=O)C(NC(=O)C(=NOC(c3ccccc3)(c3ccccc3)c3ccccc3)c3nc(N)sc3Cl)C2CC1. RXN SMILES: [C:59]([CH3:60])([CH3:61])([CH3:62])[O:63][C:64](=[O:65])[NH:66][CH2:67][CH2:68][S:69][CH2:70][c:71]1[cH:72][n:73][cH:74][cH:75][c:76]1[Cl:77].[CH3:79][N:80]([CH3:81])[CH:82]=[O:83].[OH2:78].[c:1]1([CH:7]([c:8]2[cH:9][cH:10][cH:11][cH:12][cH:13]2)[O:14][C:15](=[O:16])[C:17]2=[C:24]([SH:25])[CH2:23][CH2:22][CH:21]3[N:18]2[C:19](=[O:58])[CH:20]3[NH:26][C:27]([C:28](=[N:29][O:30][C:31]([c:32]2[cH:33][cH:34][cH:35][cH:36][cH:37]2)([c:38]2[cH:39][cH:40][cH:41][cH:42][cH:43]2)[c:44]2[cH:45][cH:46][cH:47][cH:48][cH:49]2)[c:50]2[n:51][c:52]([NH2:56])[s:53][c:54]2[Cl:55])=[O:57])[cH:2][cH:3][cH:4][cH:5][cH:6]1>>[c:1]1([CH:7]([c:8]2[cH:9][cH:10][cH:11][cH:12][cH:13]2)[O:14][C:15](=[O:16])[C:17]2=[C:24]([S:25][c:76]3[c:71]([CH2:70][S:69][CH2:68][CH2:67][NH:66][C:64]([O:63][C:59]([CH3:60])([CH3:61])[CH3:62])=[O:65])[cH:72][n:73][cH:74][cH:75]3)[CH2:23][CH2:22][CH:21]3[N:18]2[C:19](=[O:58])[CH:20]3[NH:26][C:27]([C:28](=[N:29][O:30][C:31]([c:32]2[cH:33][cH:34][cH:35][cH:36][cH:37]2)([c:38]2[cH:39][cH:40][cH:41][cH:42][cH:43]2)[c:44]2[cH:45][cH:46][cH:47][cH:48][cH:49]2)[c:50]2[n:51][c:52]([NH2:56])[s:53][c:54]2[Cl:55])=[O:57])[cH:2][cH:3][cH:4][cH:5][cH:6]1. Starting materials: CC1=CC=C(C(C)=NOC2=CC=C(C=O)C=C2)C=C1 (4-(4′-methyl-α-methylbenzylideneaminoxy)benzaldehyde), Cl.C(C)(=O)O (hydrochloric acid acetic acid), O (water). The product is CC1=CC=C(C=C1)C=1OC2=C(C1)C=C(C=C2)C=O (2-(4-methylphenyl)benzofuran-5-aldehyde). As a reaction SMILES: [CH3:1][C:2]1[CH:19]=[CH:18][C:5]([C:6](=NOC2C=CC(C=O)=CC=2)[CH3:7])=[CH:4][CH:3]=1.[OH2:20].Cl.[C:22]([OH:25])(=O)[CH3:23]>>[CH3:1][C:2]1[CH:3]=[CH:4][C:5]([C:6]2[O:20][C:2]3[CH:19]=[CH:18][C:23]([CH:22]=[O:25])=[CH:4][C:3]=3[CH:7]=2)=[CH:18][CH:19]=1 |f:2.3|. Procedure details: A solution of 4-(4′-methyl-α-methylbenzylideneaminoxy)benzaldehyde (5.0 g) in 1N hydrochloric acid/acetic acid (80 ml) was stirred at 100-110° C. for 24 hours and then cooled to room temperature. To the mixture was added water, and the mixture was extracted with ethyl acetate. The organic layer was washed with saturated brine and dried with magnesium sulfate. Under reduced pressure, the mixture was concentrated, and the residue was purified with column chromatography (ethyl acetate/hexane=1:9) t...